This data is from the Open Reaction Database (ORD), a public repository of structured organic reaction records. The task is: describe an organic reaction: reactants, conditions, products, and yield The reactants are C(C)(C)(C)C1=CC=C(CCN)C=C1 (N-(4-tert-butylbenzyl)methylamine), C([O-])([O-])=O.[K+].[K+] (potassium carbonate), CN(C=O)C (N,N-dimethylformamide), BrCC=1C=C(C=CC1)C(C)=O (3′-bromomethylacetophenone), CN(C=O)C (N,N-dimethylformamide). Yields the product C(C)(C)(C)C1=CC=C(CN(C)CC=2C=C(C=CC2)C(C)=O)C=C1 (3′-[N-(4-tert-butylbenzyl)-N-methylaminomethyl]acetophenone). Yield: 65.2%. As a reaction SMILES: [C:1]([C:5]1[CH:13]=[CH:12][C:8]([CH2:9]CN)=[CH:7][CH:6]=1)([CH3:4])([CH3:3])[CH3:2].C(=O)([O-])[O-].[K+].[K+].Br[CH2:21][C:22]1[CH:23]=[C:24]([C:28](=[O:30])[CH3:29])[CH:25]=[CH:26][CH:27]=1.[CH3:31][N:32](C)C=O>>[C:1]([C:5]1[CH:6]=[CH:7][C:8]([CH2:9][N:32]([CH2:21][C:22]2[CH:23]=[C:24]([C:28](=[O:30])[CH3:29])[CH:25]=[CH:26][CH:27]=2)[CH3:31])=[CH:12][CH:13]=1)([CH3:2])([CH3:3])[CH3:4] |f:1.2.3|. Reported procedure: N-(4-tert-butylbenzyl)methylamine (1.25 g; 7.04 mmol) and potassium carbonate (1.95 g; 14.1 mmol) were added to N,N-dimethylformamide (30 ml). While the mixture was stirred in an ice bath, 3′-bromomethylacetophenone (1.50 g; 7.04 mmol) in N,N-dimethylformamide (10 ml) was added dropwise. After completion of the addition, the mixture was removed from the ice bath, and stirred for 1 hour at room temperature. Reaction was stopped by pouring the mixture into ice+saturated aqueous sodium bicarbonate ... The reactants are NC1=C(C(=NN1C1=C(C=C(C=C1Cl)Cl)Cl)CC)C(=O)N (5-amino-3-ethyl-1-(2,4,6-trichlorophenyl)pyrazole-4-carboxamide), COC=1C=C(C=CC1)CC(=O)Cl (3-methoxyphenylacetyl chloride), [O-]CC.[Na+] (sodium ethoxide). Run in C(C)O (ethanol), C(C)O (ethanol). Conditions: time 18 hour. Product: ClC1=C(C(=CC(=C1)Cl)Cl)N1NC(=C2C1=NC(=NC2=O)CC2=CC(=CC=C2)OC)CC (1-(2,4,6-trichlorophenyl)-3-ethyl-6-(3-methoxybenzyl)pyrazolo[3,4-d]pyrimidin-4-one). The yield is 73.3%. Reaction SMILES: [NH2:1][C:2]1[N:6]([C:7]2[C:12]([Cl:13])=[CH:11][C:10]([Cl:14])=[CH:9][C:8]=2[Cl:15])[N:5]=[C:4]([CH2:16][CH3:17])[C:3]=1[C:18]([NH2:20])=[O:19].[CH3:21][O:22][C:23]1[CH:24]=[C:25]([CH2:29][C:30](Cl)=O)[CH:26]=[CH:27][CH:28]=1.[O-]CC.[Na+]>C(O)C>[Cl:13][C:12]1[CH:11]=[C:10]([Cl:14])[CH:9]=[C:8]([Cl:15])[C:7]=1[N:6]1[C:2]2=[N:1][C:30]([CH2:29][C:25]3[CH:26]=[CH:27][CH:28]=[C:23]([O:22][CH3:21])[CH:24]=3)=[N:20][C:18](=[O:19])[C:3]2=[C:4]([CH2:16][CH3:17])[NH:5]1 |f:2.3|. Procedure details: Part B: To a stirred solution of 167 mg (0.5 mmol) of 5-amino-3-ethyl-1-(2,4,6-trichlorophenyl)pyrazole-4-carboxamide in 6 mL of absolute ethanol was added 550 mg (3.0 mmol) of 3-methoxyphenylacetyl chloride followed by 2.3 mL (6.0 mmol) of 2.66 M sodium ethoxide in ethanol. The solution was stirred 18 h at reflux, and the heating mantle was then removed. The reaction was treated with 5 mL of 10% aq. HOAC, cooled to ambient temperature, and filtered. The filtrate was washed with 6 mL of 1:1 wate... Starting materials: [C-]#N.[K+] (Potassium cyanide), FC(S(=O)(=O)OC1=C(C(=C(C=C1)[N+](=O)[O-])C)C)(F)F (2,3-dimethyl-4-nitrophenyl trifluoromethane-sulfonate), tetrakistriphenylphosphine, S(=O)(=O)(O)[O-].[K+] (potassium hydrogensulfate), O (water). Run in O1CCCC1 (tetrahydrofuran). Reaction conditions: time 10 hour. Product: CC1=C(C#N)C=CC(=C1C)[N+](=O)[O-] (2,3-dimethyl-4-nitrobenzonitrile). The yield is 91.0%. Reaction SMILES: [C-:1]#[N:2].[K+].FC(F)(F)S(O[C:10]1[CH:15]=[CH:14][C:13]([N+:16]([O-:18])=[O:17])=[C:12]([CH3:19])[C:11]=1[CH3:20])(=O)=O.S([O-])(O)(=O)=O.[K+].O>O1CCCC1>[CH3:20][C:11]1[C:12]([CH3:19])=[C:13]([N+:16]([O-:18])=[O:17])[CH:14]=[CH:15][C:10]=1[C:1]#[N:2] |f:0.1,3.4|. Reported procedure: Potassium cyanide (2.26 g, 34.7 mmol) was added to a solution of 2,3-dimethyl-4-nitrophenyl trifluoromethane-sulfonate (5.20 g, 17.4 mmol) in tetrahydrofuran (21 ml) at room temperature, followed by deaeration. After tetrakistriphenylphosphine (1.00 g, 0.865 mmol) was added thereto, deaeration was conducted again and then the reaction was carried out under reflux conditions for 10 hours. A 0.5M-aqueous potassium hydrogensulfate solution and then water were added to the reaction solution, followe... The reactants are ClC=1C=C2N=C(C(=NC2=CC1)NN)OC (6-chloro-2-hydrazino-3-methoxyquinoxaline), C(OCC)(OCC)OCC (triethyl orthoformate). Run at temperature 100 celsius, time 8 hour. Yields the product ClC=1C=C2N=C(C=3N(C2=CC1)C=NN3)OC (7-chloro-4-methoxy-[1,2,4]triazolo[4,3-a]quinoxaline). As a reaction SMILES: [Cl:1][C:2]1[CH:3]=[C:4]2[C:9](=[CH:10][CH:11]=1)[N:8]=[C:7]([NH:12][NH2:13])[C:6]([O:14][CH3:15])=[N:5]2.[CH:16](OCC)(OCC)OCC>>[Cl:1][C:2]1[CH:3]=[C:4]2[C:9](=[CH:10][CH:11]=1)[N:8]1[CH:16]=[N:13][N:12]=[C:7]1[C:6]([O:14][CH3:15])=[N:5]2. Reported procedure: A mixture consisting of 1.4 g. (0.0062 mole) of 6-chloro-2-hydrazino-3-methoxyquinoxaline and 20 ml. of triethyl orthoformate was heated with mechanical stirring in a preheated oil bath at 100° C. overnight (~16 hours). The resulting mixture was then cooled to room temperature, and the precipitate which formed was subsequently recovered by means of suction filtration and washed with ethanol to ultimately afford 1.0 g. (69%) of pure 7-chloro-4-methoxy-[1,2,4]triazolo[4,3-a]quinoxaline, m.p. 250°-...